This data is from the Open Reaction Database (ORD), a public repository of structured organic reaction records. The task is: describe an organic reaction: reactants, conditions, products, and yield Starting materials: N#Cc1ccc(N2CCC(N)(C(=O)OCc3ccccc3)C2=O)cc1, CO, Cl, [H][H]. Product: N#Cc1ccc(N2CCC(N)C2=O)cc1, Cl. RXN SMILES: [CH2:1]([O:2][C:3](=[O:4])[C:11]1([NH2:25])[C:12](=[O:24])[N:13]([c:16]2[cH:17][cH:18][c:19]([C:22]#[N:23])[cH:20][cH:21]2)[CH2:14][CH2:15]1)[c:5]1[cH:6][cH:7][cH:8][cH:9][cH:10]1.[CH3:29][OH:30].[ClH:26].[H:27][H:28]>>[CH:11]1([NH2:25])[C:12](=[O:24])[N:13]([c:16]2[cH:17][cH:18][c:19]([C:22]#[N:23])[cH:20][cH:21]2)[CH2:14][CH2:15]1.[ClH:26]. Starting materials: ClCOCC1=CC=CC=C1 (Chloromethoxymethyl-benzene), N1N=CC=C1 (1H-pyrazole). Solvent: CN(C)C=O (DMF). Conditions: time 1.5 hour. Yields the product C(C1=CC=CC=C1)OCN1N=CC=C1 (1-Benzyloxymethyl-1H-pyrazole). RXN SMILES: Cl[CH2:2][O:3][CH2:4][C:5]1[CH:10]=[CH:9][CH:8]=[CH:7][CH:6]=1.[NH:11]1[CH:15]=[CH:14][CH:13]=[N:12]1>CN(C=O)C>[CH2:4]([O:3][CH2:2][N:11]1[CH:15]=[CH:14][CH:13]=[N:12]1)[C:5]1[CH:10]=[CH:9][CH:8]=[CH:7][CH:6]=1. Procedure: Chloromethoxymethyl-benzene (purity ˜60%, 2.0 mL, 14 mmol) was added dropwise to a stirred solution of 1H-pyrazole (1.93 g, 28.4 mmol) in DMF (10 mL) at 0° C. The reaction mixture was allowed to warm to room temperature and stirred for an additional 1.5 h. The reaction was then quenched by the addition of concentrated aqueous NH3 (1 mL). The reaction mixture was concentrated in vacuo and the residue was purified by flash chromatography on silica gel (elution with DCM/MeOH 1:20) to give the title... The reactants are CCN(C(C)C)C(C)C, O=C(OC(Cl)(Cl)Cl)OC(Cl)(Cl)Cl, ClCCl, c1cncc(C2CCNC2)c1, [Na+], COC(=O)c1ccc2c(c1)NCCO2, O=C([O-])O. Yields the product COC(=O)c1ccc2c(c1)N(C(=O)N1CCC(c3cccnc3)C1)CCO2. RXN SMILES: [CH:15]([N:16]([CH:17]([CH3:18])[CH3:19])[CH2:20][CH3:21])([CH3:22])[CH3:23].[Cl:24][C:25]([Cl:26])([O:27][C:28]([O:29][C:30]([Cl:31])([Cl:32])[Cl:33])=[O:34])[Cl:35].[Cl:52][CH2:53][Cl:54].[NH:36]1[CH2:37][CH:38]([c:41]2[cH:42][n:43][cH:44][cH:45][cH:46]2)[CH2:39][CH2:40]1.[Na+:47].[O:1]1[CH2:2][CH2:3][NH:4][c:5]2[c:6]1[cH:7][cH:8][c:9]([C:11](=[O:12])[O:13][CH3:14])[cH:10]2.[OH:48][C:49](=[O:50])[O-:51]>>[O:1]1[CH2:2][CH2:3][N:4]([C:28](=[O:34])[N:36]2[CH2:37][CH:38]([c:41]3[cH:42][n:43][cH:44][cH:45][cH:46]3)[CH2:39][CH2:40]2)[c:5]2[c:6]1[cH:7][cH:8][c:9]([C:11](=[O:12])[O:13][CH3:14])[cH:10]2. The reactants are O (water), C1(=CC=CC=C1)NC(=O)N1C[C@@H](C=C2C3=C4[C@H](C[C@@H]12)CNC4=CC=C3)C(=O)N3CCCC3 ((5aS,6aR,9R)-9-(Pyrrolidine-1-carbonyl)-5,5a,6,6a,8,9-hexahydro-4H-indolo[4,3-fg]quinoline-7-carboxylic acid phenylamide), OO (H2O2). Reagents/catalysts: [O-][W](=O)(=O)[O-].[Na+].[Na+] (sodium wolframate). Solvent: CO (methanol). Reaction conditions: time 50 minute. Product: C1(=CC=CC=C1)NC(=O)N1C[C@@H](C=C2C3=C4C(C[C@@H]12)=CN(C4=CC=C3)O)C(=O)N3CCCC3 ((6aR,9R)-4-Hydroxy-9-(pyrrolidine-1-carbonyl)-6,6a,8,9-tetrahydro-4H-indolo[4,3-fg]quinoline-7-carboxylic acid phenylamide). As a reaction SMILES: [C:1]1([NH:7][C:8]([N:10]2[C@H:19]3[C:14]([C:15]4[CH:25]=[CH:24][CH:23]=[C:22]5[C:16]=4[C@@H:17]([CH2:20][NH:21]5)[CH2:18]3)=[CH:13][C@@H:12]([C:26]([N:28]3[CH2:32][CH2:31][CH2:30][CH2:29]3)=[O:27])[CH2:11]2)=[O:9])[CH:6]=[CH:5][CH:4]=[CH:3][CH:2]=1.[OH2:33].OO>CO.[O-][W]([O-])(=O)=O.[Na+].[Na+]>[C:1]1([NH:7][C:8]([N:10]2[C@H:19]3[C:14]([C:15]4[CH:25]=[CH:24][CH:23]=[C:22]5[C:16]=4[C:17](=[CH:20][N:21]5[OH:33])[CH2:18]3)=[CH:13][C@@H:12]([C:26]([N:28]3[CH2:32][CH2:31][CH2:30][CH2:29]3)=[O:27])[CH2:11]2)=[O:9])[CH:2]=[CH:3][CH:4]=[CH:5][CH:6]=1 |f:4.5.6|. Procedure: 212 mg (0.49 mmol) of the product of step 1 is dissolved in 12 ml methanol and 41 mg (0.12 mmol, 0.25 eq.) sodium wolframate dehydrate in some drops of water is added. Then 670 μl 30% H2O2 (10 eq.) is added at 0° C. and stirred at room temperature for 50 minutes. The reaction mixture is separated with dichloromethane and saturated aqueous bicarbonate solution, the organic layer is washed with brine, dried with Na2SO4 and evaporated and purified by chromatography on silica eluting with tert. buty... Reactants: O1C(NC[C@@]12CN1CCC2CC1)=O ((S)-spiro[1-azabicyclo[2.2.2]octan-3,5′-oxazolidin]-2′-one), BrC=1C=C(SC1)C=1C=NC=CC1 (4-bromo-2-(3-pyridyl)thiophene). Yields the product N1=CC(=CC=C1)C=1SC=C(C1)N1C(O[C@@]2(C1)CN1CCC2CC1)=O ((R)-3′-[2-(3-Pyridyl)thiophen-4-yl]spiro[1-azabicyclo[2.2.2]octan-3,5′-oxazolidin]-2′-one). RXN SMILES: [O:1]1[C@@:5]2([CH:10]3[CH2:11][CH2:12][N:7]([CH2:8][CH2:9]3)[CH2:6]2)[CH2:4][NH:3][C:2]1=[O:13].Br[C:15]1[CH:16]=[C:17]([C:20]2[CH:21]=[N:22][CH:23]=[CH:24][CH:25]=2)[S:18][CH:19]=1>>[N:22]1[CH:23]=[CH:24][CH:25]=[C:20]([C:17]2[S:18][CH:19]=[C:15]([N:3]3[CH2:4][C@:5]4([CH:10]5[CH2:11][CH2:12][N:7]([CH2:8][CH2:9]5)[CH2:6]4)[O:1][C:2]3=[O:13])[CH:16]=2)[CH:21]=1. Procedure: The title compound was prepared by a method analogous to that described in Preparation 3 from (S)-spiro[1-azabicyclo[2.2.2]octan-3,5′-oxazolidin]-2′-one and 4-bromo-2-(3-pyridyl)thiophene. The title compound (800 mg) was obtained as a pale-yellow solid, m/z 342 (MH+). Yields the product C(C)(=O)NC1=C(C=C(C=C1)OC(C(F)F)(F)F)F (4-acetylamino-3-fluoro-1-(1,1,2,2-tetrafluoroethoxy)benzene). RXN SMILES: [C:1]([NH:4][C:5]1[CH:10]=[CH:9][C:8]([OH:11])=[CH:7][C:6]=1[F:12])(=[O:3])[CH3:2].C(=O)([O-])[O-].[K+].[K+].[F:19][C:20]([F:24])=[C:21]([F:23])[F:22].C1(O)C=CC=CC=1>O.CN(C)C=O>[C:1]([NH:4][C:5]1[CH:10]=[CH:9][C:8]([O:11][C:21]([F:23])([F:22])[CH:20]([F:24])[F:19])=[CH:7][C:6]=1[F:12])(=[O:3])[CH3:2] |f:1.2.3|. Conditions: time 20 minute. Isolated yield 98.0%. Reported procedure: 0.93 Gram of 4-acetylamino-3-fluorophenol, 0.15 g of potassium carbonate and 15 ml of dimethylformamide were added to a reactor and stirred for 20 minutes at an oil bath temperature of from 60° to 70° C. Thereafter, this solution was violently stirred at the same temperature for 1 hour under the stream of a tetrafluoroethylene gas in excess of said phenol. The reaction solution was cooled and after adding water, extracted with two 100-ml portions of diethyl ether. The ether layers were combined,... The reactants are C(C)(=O)NC1=C(C=C(C=C1)O)F (4-acetylamino-3-fluorophenol), C([O-])([O-])=O.[K+].[K+] (potassium carbonate), crude product, FC(=C(F)F)F (tetrafluoroethylene), C1(=CC=CC=C1)O (phenol). The solvent is CN(C=O)C (dimethylformamide), O (water). Reactants: FC=1C=C(C=CC1C)N (3-Fluoro-4-methyl-phenylamine), ClC1=C(C=C(C(=O)Cl)C=C1)[N+](=O)[O-] (4-chloro-3-nitrobenzoyl chloride). Product: ClC1=C(C=C(C(=O)NC2=CC(=C(C=C2)C)F)C=C1)[N+](=O)[O-] (4-Chloro-N-(3-fluoro-4-methyl-phenyl)-3-nitro-benzamide). RXN SMILES: [F:1][C:2]1[CH:3]=[C:4]([NH2:9])[CH:5]=[CH:6][C:7]=1[CH3:8].[Cl:10][C:11]1[CH:19]=[CH:18][C:14]([C:15](Cl)=[O:16])=[CH:13][C:12]=1[N+:20]([O-:22])=[O:21]>>[Cl:10][C:11]1[CH:19]=[CH:18][C:14]([C:15]([NH:9][C:4]2[CH:5]=[CH:6][C:7]([CH3:8])=[C:2]([F:1])[CH:3]=2)=[O:16])=[CH:13][C:12]=1[N+:20]([O-:22])=[O:21]. Reported procedure: A mixture of 3-Fluoro-4-methyl-phenylamine was reacted with 4-chloro-3-nitrobenzoyl chloride using the procedure of Example 10A to provide 4-Chloro-N-(3-fluoro-4-methyl-phenyl)-3-nitro-benzamide which was reacted according to the conditions described in Examples 100A, 100B, and 100C to provide the title product.